From a dataset of the Open Reaction Database (ORD), a public repository of structured organic reaction records. describe an organic reaction: reactants, conditions, products, and yield The product is NC1=NC(=C(C(=N1)C)C#N)N[C@@H](C)C1=C(C=C2C(=N1)C=CN2C)C2=NC=CC=C2 ((S)-2-Amino-4-methyl-6-((1-(1-methyl-6-(pyridin-2-yl)-1H-pyrrolo[3,2-b]pyridin-5-yl)ethyl)amino)pyrimidine-5-carbonitrile). Starting materials: Cl.CN1C=CC2=NC(=C(C=C21)C2=NC=CC=C2)[C@H](C)N ((S)-1-(1-Methyl-6-(pyridin-2-yl)-1H-pyrrolo[3,2-b]pyridin-5-yl)ethanamine hydrochloride), NC1=NC(=C(C(=N1)Cl)C#N)C (2-amino-4-chloro-6-methylpyrimidine-5-carbonitrile), C(C)N(C(C)C)C(C)C (N-ethyl-N-isopropylpropan-2-amine). The solvent is C(C)#N (acetonitrile). Reported procedure: (S)-1-(1-Methyl-6-(pyridin-2-yl)-1H-pyrrolo[3,2-b]pyridin-5-yl)ethanamine hydrochloride (151 mg, 0.522 mmol), 2-amino-4-chloro-6-methylpyrimidine-5-carbonitrile (80 mg, 0.475 mmol), and N-ethyl-N-isopropylpropan-2-amine (0.248 mL, 1.42 mmol) were combined in acetonitrile (6 mL). The reaction mixture was heated in a microwave reactor at 120° C. for 2 hours and then concentrated. The residue was taken up in DMF and purified by preparative HPLC (basic mode) eluting with 20-35% ACN in water. The fra... Yield: 29.0%. As a reaction SMILES: Cl.[CH3:2][N:3]1[C:11]2[C:6](=[N:7][C:8]([C@@H:18]([NH2:20])[CH3:19])=[C:9]([C:12]3[CH:17]=[CH:16][CH:15]=[CH:14][N:13]=3)[CH:10]=2)[CH:5]=[CH:4]1.[NH2:21][C:22]1[N:27]=[C:26](Cl)[C:25]([C:29]#[N:30])=[C:24]([CH3:31])[N:23]=1.C(N(C(C)C)C(C)C)C>C(#N)C>[NH2:21][C:22]1[N:23]=[C:24]([CH3:31])[C:25]([C:29]#[N:30])=[C:26]([NH:20][C@H:18]([C:8]2[N:7]=[C:6]3[CH:5]=[CH:4][N:3]([CH3:2])[C:11]3=[CH:10][C:9]=2[C:12]2[CH:17]=[CH:16][CH:15]=[CH:14][N:13]=2)[CH3:19])[N:27]=1 |f:0.1|. Run at temperature 120 celsius.